From a dataset of the Open Reaction Database (ORD), a public repository of structured organic reaction records. describe an organic reaction: reactants, conditions, products, and yield Reactants: O (water), FC(C1=NC=CN=C1C(=O)O)(F)F (2-trifluoromethylpyrazine-3-carboxylic acid), ClC1=C(C=CC(=C1)Cl)CC(C)N ([2-(2,4-dichlorophenyl)-1-methylethyl]amine), Cl.C(C)N=C=NCCCN(C)C (1-ethyl-3-(3-dimethylaminopropyl)carbodiimide hydrochloride). Reagents/catalysts: CN(C1=CC=NC=C1)C (4-dimethylaminopyridine). Run in C(Cl)(Cl)Cl (chloroform), C(Cl)(Cl)Cl (chloroform). Run at time 12 hour. The product is ClC1=C(C=CC(=C1)Cl)CC(C)NC(=O)C=1C(=NC=CN1)C(F)(F)F (N-[2-(2,4-dichlorophenyl)-1-methylethyl]-2-trifluoromethylpyrazine-3-carboxamide). The yield is 63.1%. RXN SMILES: [F:1][C:2]([F:13])([F:12])[C:3]1[C:8]([C:9]([OH:11])=O)=[N:7][CH:6]=[CH:5][N:4]=1.[Cl:14][C:15]1[CH:20]=[C:19]([Cl:21])[CH:18]=[CH:17][C:16]=1[CH2:22][CH:23]([NH2:25])[CH3:24].Cl.C(N=C=NCCCN(C)C)C.O>CN(C)C1C=CN=CC=1.C(Cl)(Cl)Cl>[Cl:14][C:15]1[CH:20]=[C:19]([Cl:21])[CH:18]=[CH:17][C:16]=1[CH2:22][CH:23]([NH:25][C:9]([C:8]1[C:3]([C:2]([F:1])([F:13])[F:12])=[N:4][CH:5]=[CH:6][N:7]=1)=[O:11])[CH3:24] |f:2.3|. Procedure details: To a solution of 2-trifluoromethylpyrazine-3-carboxylic acid (0.25 g, 1.3 mmol), [2-(2,4-dichlorophenyl)-1-methylethyl]amine (0.27 g, 1.3 mmol) and 4-dimethylaminopyridine (0.19 g, 1.6 mmol) in chloroform (10 ml) was added 1-ethyl-3-(3-dimethylaminopropyl)carbodiimide hydrochloride (0.3 g, 1.6 mmol) and the mixture was stirred at room temperature for 12 hrs. After adding water and chloroform, the mixture was partitioned, and the organic layer was washed successively with water and saturated brin...